This data is from the Open Reaction Database (ORD), a public repository of structured organic reaction records. The task is: describe an organic reaction: reactants, conditions, products, and yield The reactants are CNCC[C@@H](C1=CC=CS1)OC=2C=CC=C3C2C=CC=C3.Cl (duloxetine hydrochloride), [OH-].[Na+] (sodium hydroxide). Product: CNCC[C@@H](C1=CC=CS1)OC=2C=CC=C3C2C=CC=C3 (duloxetine). The yield is 98.8%. RXN SMILES: [CH3:1][NH:2][CH2:3][CH2:4][C@H:5]([O:11][C:12]1[CH:13]=[CH:14][CH:15]=[C:16]2[CH:21]=[CH:20][CH:19]=[CH:18][C:17]=12)[C:6]1[S:10][CH:9]=[CH:8][CH:7]=1.Cl.[OH-].[Na+]>>[CH3:1][NH:2][CH2:3][CH2:4][C@H:5]([O:11][C:12]1[CH:13]=[CH:14][CH:15]=[C:16]2[CH:21]=[CH:20][CH:19]=[CH:18][C:17]=12)[C:6]1[S:10][CH:9]=[CH:8][CH:7]=1 |f:0.1,2.3|. Reported procedure: The duloxetine hydrochloride (5 g) obtained in step A) was treated with 1 N sodium hydroxide (0.72 g; 18 ml) and extracted with toluene (50 ml). The toluene layer was evaporated to obtain the free base of duloxetine (4.4 g). The free base of duloxetine was loaded on a silica gel column (dry slurry with 10 g of silica gel) with dichloromethane. The elution was started with 0.5% v/v of methanol in dichloromethane and the free base of duloxetine was eluted with 1% v/v methanol in dichloromethane, a... Reactants: [Na] (sodium), C(\C=C\C)#N (crotononitrile), C(C)O (ethanol), ClC1=NC(=CC=C1)NN (2-chloro-6-hydrazinopyridine). Run in CCOCC (Ether). Product: NC1=NN(C(C1)C)C1=NC(=CC=C1)Cl (2-(3-Amino-5-methyl-2-pyrazoline-1-yl)-6-chloropyridine). As a reaction SMILES: [Na].C(O)C.[Cl:5][C:6]1[CH:11]=[CH:10][CH:9]=[C:8]([NH:12][NH2:13])[N:7]=1.[C:14](#[N:18])/[CH:15]=[CH:16]/[CH3:17]>CCOCC>[NH2:18][C:14]1[CH2:15][CH:16]([CH3:17])[N:12]([C:8]2[CH:9]=[CH:10][CH:11]=[C:6]([Cl:5])[N:7]=2)[N:13]=1 |^1:0|. Reported procedure: A 0.23 g. amount of sodium metal is dissolved in 75 ml. of absolute ethanol, then 7.2 g of 2-chloro-6-hydrazinopyridine is added followed by 3.4 g. of distilled crotononitrile. The reaction mixture is refluxed for 18 hours and the procedure of Example 5 is followed through the anhydrous magnesium silicate filtration step. The filtrate is evaporated to give a dark orange gum which crystallizes on standing. The residue is dissolved in ether, treated with activated charcoal and filtered through dia... The reactants are ClC=1C=C2N=C3C=CC(=CC3=C(C2=CC1)Cl)OC (6,9-dichloro-2-methoxyacridine), NCCCCN(S(=O)(=O)C)CC (N-(4-aminobutyl)-N-ethylmethanesulfonamide). Product: ClC=1C=C2N=C3C=CC(=CC3=C(C2=CC1)NCCCCN(S(=O)(=O)C)CC)OC (N-(4-(6-Chloro-2-methoxyacridin-9-ylamino)butyl)-N-ethylmethanesulfonamide). Reaction SMILES: [Cl:1][C:2]1[CH:3]=[C:4]2[C:13](=[CH:14][CH:15]=1)[C:12](Cl)=[C:11]1[C:6]([CH:7]=[CH:8][C:9]([O:17][CH3:18])=[CH:10]1)=[N:5]2.[NH2:19][CH2:20][CH2:21][CH2:22][CH2:23][N:24]([CH2:29][CH3:30])[S:25]([CH3:28])(=[O:27])=[O:26]>>[Cl:1][C:2]1[CH:3]=[C:4]2[C:13](=[CH:14][CH:15]=1)[C:12]([NH:19][CH2:20][CH2:21][CH2:22][CH2:23][N:24]([CH2:29][CH3:30])[S:25]([CH3:28])(=[O:27])=[O:26])=[C:11]1[C:6]([CH:7]=[CH:8][C:9]([O:17][CH3:18])=[CH:10]1)=[N:5]2. Procedure details: Following the general procedure of Example 1 and making non-critical variations, but using 6,9-dichloro-2-methoxyacridine and N-(4-aminobutyl)-N-ethylmethanesulfonamide (Step 3), the title compound was obtained; MS (Found M+1=436). The reactants are C[O-].C(C)C1(CCC[N+]=2CCC3=C(C12)NC1=CC=C(C=C13)Br)CCC(=O)OC (1-ethyl-1-(2'-methoxycarbonylethyl)-9-bromo-1,2,3,4,6,7-hexahydro-12H-indolo[2,3-a]quinolizin-5-ium methoxide), Cl(=O)(=O)(=O)O (perchloric acid). Solvent: CO (methanol). Product: Cl(=O)(=O)(=O)[O-].C(C)C1(CCC[N+]=2CCC3=C(C12)NC1=CC=C(C=C13)Br)CCC(=O)OC (1-ethyl-1-(2'-methoxycarbonylethyl)-9-bromo-1,2,3,4,6,7-hexahydro-12H-indolo[2,3-a]quinolizin-5-ium perchlorate). Reaction SMILES: C[O-].[CH2:3]([C:5]1([CH2:23][CH2:24][C:25]([O:27][CH3:28])=[O:26])[C:14]2[C:13]3[NH:15][C:16]4[C:21]([C:12]=3[CH2:11][CH2:10][N+:9]=2[CH2:8][CH2:7][CH2:6]1)=[CH:20][C:19]([Br:22])=[CH:18][CH:17]=4)[CH3:4].[Cl:29]([OH:33])(=[O:32])(=[O:31])=[O:30]>CO>[Cl:29]([O-:33])(=[O:32])(=[O:31])=[O:30].[CH2:3]([C:5]1([CH2:23][CH2:24][C:25]([O:27][CH3:28])=[O:26])[C:14]2[C:13]3[NH:15][C:16]4[C:21]([C:12]=3[CH2:11][CH2:10][N+:9]=2[CH2:8][CH2:7][CH2:6]1)=[CH:20][C:19]([Br:22])=[CH:18][CH:17]=4)[CH3:4] |f:0.1,4.5|. Reported procedure: 0.1 g. of 1-ethyl-1-(2'-methoxycarbonylethyl)-9-bromo-1,2,3,4,6,7-hexahydro-12H-indolo[2,3-a]quinolizin-5-ium methoxide (prepared as described in Example 7) are suspended in 1 ml. of methanol, and the pH of the suspension is adjusted to 6 by introducing a 70% aqueous perchloric acid solution. The separated crystalline product is filtered off, washed with a small amount of methanol and dried. In this way 0.095 g. of 1-ethyl-1-(2'-methoxycarbonylethyl)-9-bromo-1,2,3,4,6,7-hexahydro-12H-indolo[2,3-...